From a dataset of the Open Reaction Database (ORD), a public repository of structured organic reaction records. describe an organic reaction: reactants, conditions, products, and yield Reactants: BrC=1C=C(C(=NC1)O)S(=O)(=O)N1C[C@H](CC1)NC(OC(C)(C)C)=O (1,1-dimethylethyl {(3S)-1-[(5-bromo-2-hydroxypyridin-3-yl)sulfonyl]pyrrolidin-3-yl}carbamate), CC1(CC=2C(=NC=NC2CC1)N1CCOC2=C(C1)C=C(C=C2)B(O)O)C ([4-(6,6-dimethyl-5,6,7,8-tetrahydroquinazolin-4-yl)-2,3,4,5-tetrahydro-1,4-benzoxazepin-7-yl]boronic acid). The product is N[C@@H]1CN(CC1)S(=O)(=O)C=1C(=NC=C(C1)C=1C=CC2=C(CN(CCO2)C2=NC=NC=3CCC(CC23)(C)C)C1)O (3-{[(3S)-3-aminopyrrolidin-1-yl]sulfonyl}-5-[4-(6,6-dimethyl-5,6,7,8-tetrahydroquinazolin-4-yl)-2,3,4,5-tetrahydro-1,4-benzoxazepin-7-yl]pyridin-2-ol). As a reaction SMILES: Br[C:2]1[CH:3]=[C:4]([S:9]([N:12]2[CH2:16][CH2:15][C@H:14]([NH:17]C(=O)OC(C)(C)C)[CH2:13]2)(=[O:11])=[O:10])[C:5]([OH:8])=[N:6][CH:7]=1.[CH3:25][C:26]1([CH3:50])[CH2:35][CH2:34][C:33]2[N:32]=[CH:31][N:30]=[C:29]([N:36]3[CH2:42][C:41]4[CH:43]=[C:44](B(O)O)[CH:45]=[CH:46][C:40]=4[O:39][CH2:38][CH2:37]3)[C:28]=2[CH2:27]1>>[NH2:17][C@H:14]1[CH2:15][CH2:16][N:12]([S:9]([C:4]2[C:5]([OH:8])=[N:6][CH:7]=[C:2]([C:44]3[CH:45]=[CH:46][C:40]4[O:39][CH2:38][CH2:37][N:36]([C:29]5[C:28]6[CH2:27][C:26]([CH3:25])([CH3:50])[CH2:35][CH2:34][C:33]=6[N:32]=[CH:31][N:30]=5)[CH2:42][C:41]=4[CH:43]=3)[CH:3]=2)(=[O:10])=[O:11])[CH2:13]1. Procedure details: Prepared according to the method of example 5 by using 1,1-dimethylethyl {(3S)-1-[(5-bromo-2-hydroxypyridin-3-yl)sulfonyl]pyrrolidin-3-yl}carbamate (reagent preparation 40) and [4-(6,6-dimethyl-5,6,7,8-tetrahydroquinazolin-4-yl)-2,3,4,5-tetrahydro-1,4-benzoxazepin-7-yl]boronic acid (reagent preparation 23) in step 1. 1H NMR (400 MHz, Methanol-d4): 8.53 (d, 2H), 8.00 (s, 1H), 7.57 (s, 1H), 7.41 (d, 1H), 7.03 (d, 1H), 5.12 (s, 2H), 4.45 (m, 1H), 4.29 (m, 1H), 3.93 (m, 1H), 3.72 to 3.55 (m, 6H), 2.... Starting materials: Cl.Cl.ClC1=C(C=C(C=C1)C(CN1CCN(CC1)C(C1=CC=CC=C1)C1=CC=CC=C1)=O)[N+](=O)[O-] (1-(4-chloro-3-nitrophenyl)-2-[4-(diphenylmethyl)-1-piperazinyl]ethanone dihydrochloride), CO (methanol), C(C)(=O)O (acetic acid), [BH4-].[Na+] (sodium borohydride). Run in O (water). Reaction conditions: time 30 minute. The product is ClC1=C(C=C(C=C1)C(CN1CCN(CC1)C(C1=CC=CC=C1)C1=CC=CC=C1)O)[N+](=O)[O-] (α-(4-chloro-3-nitrophenyl)-4-(diphenylmethyl)-1-piperazineethanol). Yield: 95.1%. Reaction SMILES: Cl.Cl.[Cl:3][C:4]1[CH:9]=[CH:8][C:7]([C:10](=[O:31])[CH2:11][N:12]2[CH2:17][CH2:16][N:15]([CH:18]([C:25]3[CH:30]=[CH:29][CH:28]=[CH:27][CH:26]=3)[C:19]3[CH:24]=[CH:23][CH:22]=[CH:21][CH:20]=3)[CH2:14][CH2:13]2)=[CH:6][C:5]=1[N+:32]([O-:34])=[O:33].CO.[BH4-].[Na+].C(O)(=O)C>O>[Cl:3][C:4]1[CH:9]=[CH:8][C:7]([CH:10]([OH:31])[CH2:11][N:12]2[CH2:17][CH2:16][N:15]([CH:18]([C:19]3[CH:20]=[CH:21][CH:22]=[CH:23][CH:24]=3)[C:25]3[CH:30]=[CH:29][CH:28]=[CH:27][CH:26]=3)[CH2:14][CH2:13]2)=[CH:6][C:5]=1[N+:32]([O-:34])=[O:33] |f:0.1.2,4.5|. Reported procedure: To a stirred mixture of 5.2 parts of 1-(4-chloro-3-nitrophenyl)-2-[4-(diphenylmethyl)-1-piperazinyl]ethanone dihydrochloride in 40 parts of methanol are added portionwise 0.76 parts of sodium borohydride. Upon completion, stirring is continued for 30 minutes at room temperature. The reaction mixture is decomposed by the addition of a mixture of 2 parts of acetic acid and 10 parts of water. The solvent is evaporated and 50 parts of water are added to the residue. The whole is alkalized with ammon... The reactants are O1CCN(CC1)C1=C(C=C(C=C1)C(F)(F)F)NC(=S)N (1-(2-morpholino-5-trifluoromethylphenyl)thiourea), [OH-].[K+] (potassium hydroxide), ethanolic solution, CNC (dimethylamine), O.O.O.C(C)(=O)[O-].[Pb+2].C(C)(=O)[O-] (lead acetate trihydrate). Run in C(C)O (ethanol). Product: CN(C(=NC1=C(C=CC(=C1)C(F)(F)F)N1CCOCC1)N)C (1,1-dimethyl-2-(2-morpholino-5-trifluoromethylphenyl)guanidine). RXN SMILES: [O:1]1[CH2:6][CH2:5][N:4]([C:7]2[CH:12]=[CH:11][C:10]([C:13]([F:16])([F:15])[F:14])=[CH:9][C:8]=2[NH:17][C:18]([NH2:20])=S)[CH2:3][CH2:2]1.[OH-].[K+].[CH3:23][NH:24][CH3:25].O.O.O.C([O-])(=O)C.[Pb+2].C([O-])(=O)C>C(O)C>[CH3:23][N:24]([CH3:25])[C:18]([NH2:20])=[N:17][C:8]1[CH:9]=[C:10]([C:13]([F:16])([F:15])[F:14])[CH:11]=[CH:12][C:7]=1[N:4]1[CH2:5][CH2:6][O:1][CH2:2][CH2:3]1 |f:1.2,4.5.6.7.8.9|. Procedure: A mixture of 1-(2-morpholino-5-trifluoromethylphenyl)thiourea (6.1 g), potassium hydroxide (2.2 g), a 33% ethanolic solution of dimethylamine (5.6 ml), lead acetate trihydrate (7.5 g) and ethanol (40 ml) was heated at 90°-95° C. for 2 hours to yield 1,1-dimethyl-2-(2-morpholino-5-trifluoromethylphenyl)guanidine (m.p. 132°-135° C.) which was recrystallised from ethylacetate and converted into its fumarate salt (m.p. 228°-230° C.) which was recrystallised from a 1:2 mixture of methanol and ether.